This data is from the Open Reaction Database (ORD), a public repository of structured organic reaction records. The task is: describe an organic reaction: reactants, conditions, products, and yield The reactants are Cl (hydrochloric acid), aqueous solution, [OH-].[Na+] (sodium hydroxide), COC1=C(C=CC=C1C(=O)O)C1=NC2=CC=C(C=C2C(=C1C)C(=O)OC)CN1C(=NC=2C1=NC=CC2)CCCC (methyl 2-(2-methoxycarboxyphenyl)-3-methyl-6-[(2-butyl-3H-imidazo[4,5-b]pyridin-3-yl)methyl]-4-quinolinecarboxylate). Yield: 49.7%. Product: COC1=C(C=CC=C1C(=O)O)C1=NC2=CC=C(C=C2C(=C1C)C(=O)O)CN1C(=NC=2C1=NC=CC2)CCCC (2-(2-methoxycarboxyphenyl)-3-methyl-6-[(2-butyl-3H-imidazo[4,5-b]pyridin-3-yl)methyl]-4-quinolinecarboxylic acid). Solvent: CO (methanol), CO (methanol). RXN SMILES: [CH3:1][O:2][C:3]1[C:8]([C:9]([OH:11])=[O:10])=[CH:7][CH:6]=[CH:5][C:4]=1[C:12]1[C:21]([CH3:22])=[C:20]([C:23]([O:25]C)=[O:24])[C:19]2[C:14](=[CH:15][CH:16]=[C:17]([CH2:27][N:28]3[C:32]4=[N:33][CH:34]=[CH:35][CH:36]=[C:31]4[N:30]=[C:29]3[CH2:37][CH2:38][CH2:39][CH3:40])[CH:18]=2)[N:13]=1.[OH-].[Na+].Cl>CO>[CH3:1][O:2][C:3]1[C:8]([C:9]([OH:11])=[O:10])=[CH:7][CH:6]=[CH:5][C:4]=1[C:12]1[C:21]([CH3:22])=[C:20]([C:23]([OH:25])=[O:24])[C:19]2[C:14](=[CH:15][CH:16]=[C:17]([CH2:27][N:28]3[C:32]4=[N:33][CH:34]=[CH:35][CH:36]=[C:31]4[N:30]=[C:29]3[CH2:37][CH2:38][CH2:39][CH3:40])[CH:18]=2)[N:13]=1 |f:1.2|. Reaction conditions: time 16 hour. Procedure details: In 35 ml of methanol were dissolved 3.6 g (6.9 mmol) of methyl 2-(2-methoxycarboxyphenyl)-3-methyl-6-[(2-butyl-3H-imidazo[4,5-b]pyridin-3-yl)methyl]-4-quinolinecarboxylate obtained in the method described in Example 36. Then, 14 ml of a 0.5N aqueous solution of sodium hydroxide were added thereto and the mixture was stirred at room temperature for 16 hours. After the reaction mixture was neutralized with 1N hydrochloric acid, methanol was distilled off and 35 ml of water were added to the residu... Reactants: CC(C)(C)OO, CCCC(C)(C)OC. Yields the product CCCC(C)(C)OOC(C)(C)C. RXN SMILES: [C:1]([CH3:2])([CH3:3])([CH3:4])[O:5][OH:6].[C:7]([CH3:8])([CH3:9])([CH2:10][CH2:11][CH3:12])[O:13][CH3:14]>>[C:1]([CH3:2])([CH3:3])([CH3:4])[O:5][O:13][C:7]([CH3:8])([CH3:9])[CH2:10][CH2:11][CH3:12]. Starting materials: [Br-], C1CCOC1, [Mg+]C1CC1, [Cl-], CC(C)(NC(=O)Cn1nc(-c2ccc(Cl)cc2)n(CC=O)c1=O)c1cccc(C(F)(F)F)c1, [NH4+]. Product: CC(C)(NC(=O)Cn1nc(-c2ccc(Cl)cc2)n(CC(O)C2CC2)c1=O)c1cccc(C(F)(F)F)c1. Reaction SMILES: [Br-:34].[CH2:41]1[O:42][CH2:43][CH2:44][CH2:45]1.[CH:35]1([Mg+:38])[CH2:36][CH2:37]1.[Cl-:39].[Cl:1][c:2]1[cH:3][cH:4][c:5](-[c:8]2[n:9][n:10]([CH2:17][C:18](=[O:19])[NH:20][C:21]([CH3:22])([c:23]3[cH:24][c:25]([C:29]([F:30])([F:31])[F:32])[cH:26][cH:27][cH:28]3)[CH3:33])[c:11](=[O:16])[n:12]2[CH2:13][CH:14]=[O:15])[cH:6][cH:7]1.[NH4+:40]>>[Cl:1][c:2]1[cH:3][cH:4][c:5](-[c:8]2[n:9][n:10]([CH2:17][C:18](=[O:19])[NH:20][C:21]([CH3:22])([c:23]3[cH:24][c:25]([C:29]([F:30])([F:31])[F:32])[cH:26][cH:27][cH:28]3)[CH3:33])[c:11](=[O:16])[n:12]2[CH2:13][CH:14]([OH:15])[CH:35]2[CH2:36][CH2:37]2)[cH:6][cH:7]1. Reactants: CO, [N-]=[N+]=NC1CCC(C(N)=O)CC1O. The product is NC(=O)C1CCC(N)C(O)C1. Reaction SMILES: [CH3:14][OH:15].[N:1](=[N+:2]=[N-:3])[CH:4]1[CH:5]([OH:13])[CH2:6][CH:7]([C:10](=[O:11])[NH2:12])[CH2:8][CH2:9]1>>[NH2:1][CH:4]1[CH:5]([OH:13])[CH2:6][CH:7]([C:10](=[O:11])[NH2:12])[CH2:8][CH2:9]1. Reactants: C(#C)[C@@]1(C[C@H]2CC[C@H]3[C@@H]4CC[C@H](C(C)=O)[C@]4(CC[C@@H]3[C@]2(CC1)C)C)O (3β-ethynyl-3α-hydroxy-5β-pregnan-20-one), crude product, BrBr (bromine), ice water. The reagents and catalysts are Br (HBr). Run in CO (MeOH), C(Cl)Cl (CH2Cl2). Run at time 1 hour. Product: BrCC([C@H]1CC[C@H]2[C@@H]3CC[C@@H]4C[C@@](CC[C@]4(C)[C@H]3CC[C@]12C)(O)C#C)=O (21-bromo-3β-ethynyl-3α-hydroxy-5β-pregnan-20-one). Isolated yield 86.6%. Reaction SMILES: [C:1]([C@@:3]1([OH:25])[CH2:22][CH2:21][C@@:20]2([CH3:23])[C@H:5]([CH2:6][CH2:7][C@@H:8]3[C@@H:19]2[CH2:18][CH2:17][C@@:16]2([CH3:24])[C@H:9]3[CH2:10][CH2:11][C@@H:12]2[C:13](=[O:15])[CH3:14])[CH2:4]1)#[CH:2].[Br:26]Br>CO.Br.C(Cl)Cl>[Br:26][CH2:14][C:13](=[O:15])[C@@H:12]1[C@:16]2([CH3:24])[C@H:9]([C@H:8]3[C@H:19]([CH2:18][CH2:17]2)[C@:20]2([CH3:23])[C@@H:5]([CH2:4][C@:3]([C:1]#[CH:2])([OH:25])[CH2:22][CH2:21]2)[CH2:6][CH2:7]3)[CH2:10][CH2:11]1. Procedure details: A solution of 3β-ethynyl-3α-hydroxy-5β-pregnan-20-one 3 g, 8.77 mmol) in MeOH (110 mL) was treated with two drops of HBr (48%), followed by bromine (0.5 mL, 10.8 mmol). The mixture was stirred at room temperature for 1 hr and was poured into ice-water. The separated solid was collected by filtration, washed with water, and dried (3.2 g). This semi-dried solid was then dissolved in EtOAc and dried over anhyd. MgSO4. Filtration and removal of the solvent gave the crude bromo derivative. This crude...